The task is: describe an organic reaction: reactants, conditions, products, and yield. This data is from the Open Reaction Database (ORD), a public repository of structured organic reaction records. The reactants are C(C)OC(NC1=CC(=CC=C1)CN1N=C(C=CC1=O)C1=CC(=CC=C1)[N+](=O)[O-])=O (ethyl{3-[3-(3-nitrophenyl)-6-oxo-6H-pyridazin-1-yl-methyl]phenyl}carbamate). Reagents/catalysts: [Ni] (Raney nickel). Run in C1CCOC1 (THF). Run at time 6 hour. Product: C(C)OC(NC1=CC(=CC=C1)CN1N=C(C=CC1=O)C1=CC(=CC=C1)N)=O (ethyl{3-[3-(3-aminophenyl)-6-oxo-6H-pyridazin-1-yl-methyl]phenyl}carbamate). As a reaction SMILES: [CH2:1]([O:3][C:4](=[O:29])[NH:5][C:6]1[CH:11]=[CH:10][CH:9]=[C:8]([CH2:12][N:13]2[C:18](=[O:19])[CH:17]=[CH:16][C:15]([C:20]3[CH:25]=[CH:24][CH:23]=[C:22]([N+:26]([O-])=O)[CH:21]=3)=[N:14]2)[CH:7]=1)[CH3:2]>C1COCC1.[Ni]>[CH2:1]([O:3][C:4](=[O:29])[NH:5][C:6]1[CH:11]=[CH:10][CH:9]=[C:8]([CH2:12][N:13]2[C:18](=[O:19])[CH:17]=[CH:16][C:15]([C:20]3[CH:25]=[CH:24][CH:23]=[C:22]([NH2:26])[CH:21]=3)=[N:14]2)[CH:7]=1)[CH3:2]. Reported procedure: 1 g (2.5 mmol) of ethyl{3-[3-(3-nitrophenyl)-6-oxo-6H-pyridazin-1-yl-methyl]phenyl}carbamate are dissolved in 10 ml of THF, 1 g of Raney nickel is added, and the mixture is hydrogenated at room temperature for 6 h under a hydrogen atmosphere. The reaction mixture is filtered, the filter residue is rinsed with THF, and the filtrate is evaporated to dryness. Reactants: C[C@@H](CCC)OC1=NC(=C2N=C(N(C2=N1)CCCCN[C@H]1COCC1)OC)N (2-{[(1S)-1-Methylbutyl]oxy}-8-(methyloxy)-9-{4-[(3R)-tetrahydro-3-furanylamino]butyl}-9H-purin-6-amine), ClCCCCN1C2=NC(=NC(=C2N=C1OC)N)O[C@H](CCC)C (9-(4-chlorobutyl)-2-{[(1S)-1-methylbutyl]oxy}-8-(methyloxy)-9H-purin-6-amine), O1C[C@H](CC1)N ((3S)-tetrahydro-3-furanamine). Yields the product C[C@@H](CCC)OC1=NC(=C2N=C(N(C2=N1)CCCCN[C@@H]1COCC1)OC)N (2-{[(1S)-1-Methylbutyl]oxy}-8-(methyloxy)-9-{4-[(3S)-tetrahydro-3-furanylamino]butyl}-9H-purin-6-amine). Reaction SMILES: [CH3:1][C@H:2]([O:6][C:7]1[N:15]=[C:14]2[C:10]([N:11]=[C:12]([O:26][CH3:27])[N:13]2[CH2:16][CH2:17][CH2:18][CH2:19][NH:20][C@@H:21]2[CH2:25][CH2:24][O:23][CH2:22]2)=[C:9]([NH2:28])[N:8]=1)[CH2:3][CH2:4][CH3:5].ClCCCCN1C(OC)=NC2C1=NC(O[C@@H](C)CCC)=NC=2N.O1CC[C@H](N)C1>>[CH3:1][C@H:2]([O:6][C:7]1[N:15]=[C:14]2[C:10]([N:11]=[C:12]([O:26][CH3:27])[N:13]2[CH2:16][CH2:17][CH2:18][CH2:19][NH:20][C@H:21]2[CH2:25][CH2:24][O:23][CH2:22]2)=[C:9]([NH2:28])[N:8]=1)[CH2:3][CH2:4][CH3:5]. Procedure: Prepared similarly to Intermediate 40 from 9-(4-chlorobutyl)-2-{[(1S)-1-methylbutyl]oxy}-8-(methyloxy)-9H-purin-6-amine and (3S)-tetrahydro-3-furanamine. The reactants are B, CCN(CC)c1ccccc1, CO, CC(C)c1cc2c(c(-c3ccc(F)cc3)c1C(F)c1ccc(C(F)(F)F)cc1)C(=O)CC(C)(C)O2, NC1c2ccccc2CC1O, C1CCOC1. The product is CC(C)c1cc2c(c(-c3ccc(F)cc3)c1C(F)c1ccc(C(F)(F)F)cc1)C(O)CC(C)(C)O2. As a reaction SMILES: [BH3:12].[CH2:1]([N:2]([CH2:3][CH3:4])[c:5]1[cH:6][cH:7][cH:8][cH:9][cH:10]1)[CH3:11].[CH3:59][OH:60].[F:24][c:25]1[cH:26][cH:27][c:28](-[c:31]2[c:32]3[c:37]([cH:38][c:39]([CH:53]([CH3:54])[CH3:55])[c:40]2[CH:41]([c:42]2[cH:43][cH:44][c:45]([C:48]([F:49])([F:50])[F:51])[cH:46][cH:47]2)[F:52])[O:36][C:35]([CH3:56])([CH3:57])[CH2:34][C:33]3=[O:58])[cH:29][cH:30]1.[NH2:13][CH:14]1[c:15]2[c:16]([cH:17][cH:18][cH:19][cH:20]2)[CH2:21][CH:22]1[OH:23].[O:61]1[CH2:62][CH2:63][CH2:64][CH2:65]1>>[F:24][c:25]1[cH:26][cH:27][c:28](-[c:31]2[c:32]3[c:37]([cH:38][c:39]([CH:53]([CH3:54])[CH3:55])[c:40]2[CH:41]([c:42]2[cH:43][cH:44][c:45]([C:48]([F:49])([F:50])[F:51])[cH:46][cH:47]2)[F:52])[O:36][C:35]([CH3:56])([CH3:57])[CH2:34][CH:33]3[OH:58])[cH:29][cH:30]1. Procedure: The title compound was prepared according to the procedure described in Example-31, by using methyl 4-(3-(2-chloro-6-fluorophenyl)-5-oxo-4,5-dihydro-1H-1,2,4-triazol-1-yl)-2-methoxybenzoate (step-2 of Intermediate-15, 0.100 g, 0.26 mmol), 4-floro-3-trifloromethyl aniline (0.070 g, 1.5 mmol), trimethyl aluminium (2M solution in toluene) (0.5 mL) to afford 0.030 g of desired product. 1H NMR (DMSO-d6): δ 3.94 (s, 3H), 7.50-7.60 (m, 3H), 7.67-7.72 (m, 2H), 7.77-7.82 (m, 2H), 8.01 (m, 1H), 8.26 (m, 1... Product: ClC1=C(C(=CC=C1)F)C1=NN(C(N1)=O)C1=CC(=C(C(=O)NC2=CC(=C(C=C2)F)C(F)(F)F)C=C1)OC (4-(3-(2-Chloro-6-fluorophenyl)-5-oxo-4,5-dihydro-1H-1,2,4-triazol-1-yl)-N-(4-fluoro-3-(trifluoromethyl)phenyl)-2-methoxybenzamide). Isolated yield 22.0%. As a reaction SMILES: [Cl:1][C:2]1[CH:7]=[CH:6][CH:5]=[C:4]([F:8])[C:3]=1[C:9]1[NH:13][C:12](=[O:14])[N:11]([C:15]2[CH:24]=[CH:23][C:18]([C:19]([O:21]C)=O)=[C:17]([O:25][CH3:26])[CH:16]=2)[N:10]=1.[F:27][C:28]1[CH:34]=[CH:33][C:31]([NH2:32])=[CH:30][C:29]=1[C:35]([F:38])([F:37])[F:36].C[Al](C)C>>[Cl:1][C:2]1[CH:7]=[CH:6][CH:5]=[C:4]([F:8])[C:3]=1[C:9]1[NH:13][C:12](=[O:14])[N:11]([C:15]2[CH:24]=[CH:23][C:18]([C:19]([NH:32][C:31]3[CH:33]=[CH:34][C:28]([F:27])=[C:29]([C:35]([F:38])([F:36])[F:37])[CH:30]=3)=[O:21])=[C:17]([O:25][CH3:26])[CH:16]=2)[N:10]=1. The reactants are ClC1=C(C(=CC=C1)F)C1=NN(C(N1)=O)C1=CC(=C(C(=O)OC)C=C1)OC (methyl 4-(3-(2-chloro-6-fluorophenyl)-5-oxo-4,5-dihydro-1H-1,2,4-triazol-1-yl)-2-methoxybenzoate), FC1=C(C=C(N)C=C1)C(F)(F)F (4-floro-3-trifloromethyl aniline), C[Al](C)C (trimethyl aluminium). The reactants are [Al+3], COc1ccc(C2CCC(=O)N2)cc1, [H-], [H-], [H-], [H-], [Li+], [Na+], [Na+], [Na+], O=S(=O)([O-])[O-], C1CCOC1, [OH-], O. Product: COc1ccc(C2CCCN2)cc1. As a reaction SMILES: [Al+3:2].[CH3:7][O:8][c:9]1[cH:10][cH:11][c:12]([CH:15]2[CH2:16][CH2:17][C:18](=[O:20])[NH:19]2)[cH:13][cH:14]1.[H-:1].[H-:4].[H-:5].[H-:6].[Li+:3].[Na+:22].[Na+:23].[Na+:35].[O-:24][S:25](=[O:26])(=[O:27])[O-:28].[O:29]1[CH2:30][CH2:31][CH2:32][CH2:33]1.[OH-:34].[OH2:21]>>[CH3:7][O:8][c:9]1[cH:10][cH:11][c:12]([CH:15]2[CH2:16][CH2:17][CH2:18][NH:19]2)[cH:13][cH:14]1. Starting materials: N1=C(C=CC=C1)C(=O)CCCCl (3-Chloropropyl 2-pyridyl ketone), NC(=S)N (thiourea), CN1N=NN=C1Cl (1-methyl-5-chloro-1,2,3,4-tetrazole), [OH-].[Na+] (sodium hydroxide). Solvent: C(C)O (ethanol). Conditions: time 2 hour. Product: CN1N=NN=C1SCCCC(=O)C1=NC=CC=C1 (1-methyl-5-[3-(2-pyridylcarbonyl)propyl]thio-1,2,3,4-tetrazole). The yield is 7.7%. RXN SMILES: [N:1]1[CH:6]=[CH:5][CH:4]=[CH:3][C:2]=1[C:7]([CH2:9][CH2:10][CH2:11]Cl)=[O:8].NC(N)=[S:15].[CH3:17][N:18]1[C:22](Cl)=[N:21][N:20]=[N:19]1.[OH-].[Na+]>C(O)C>[CH3:17][N:18]1[C:22]([S:15][CH2:11][CH2:10][CH2:9][C:7]([C:2]2[CH:3]=[CH:4][CH:5]=[CH:6][N:1]=2)=[O:8])=[N:21][N:20]=[N:19]1 |f:3.4|. Reported procedure: 3-Chloropropyl 2-pyridyl ketone (1.8 g) and thiourea (0.8 g) are dissolved in ethanol (50 ml), and the solution is refluxed with stirring for 2 hours. To the mixture are added 1-methyl-5-chloro-1,2,3,4-tetrazole (1.2 g) and 10% aqueous sodium hydroxide (5 ml), and the mixture is refluxed for 3 hours. After evaporating ethanol under reduced pressure, water is added to the residue. The mixture is extracted with chloroform, and the extract is washed with water and saturated aqueous sodium chloride ...